Dataset: the Open Reaction Database (ORD), a public repository of structured organic reaction records. Task: describe an organic reaction: reactants, conditions, products, and yield Starting materials: CC=1C(=NC2=CC(=C(C=C2C1C(=O)OC)S(=O)(=O)C)OC)C1=CC(=CC=C1)C(F)(F)F (methyl 3-methyl-7-(methyloxy)-6-(methylsulfonyl)-2-[3-(trifluoromethyl)phenyl]-4-quinolinecarboxylate), Br (hydrobromic acid). Solvent: C(C)(=O)O (acetic acid), O (water). Yields the product OC1=C(C=C2C(=C(C(=NC2=C1)C1=CC(=CC=C1)C(F)(F)F)C)C(=O)O)S(=O)(=O)C (7-hydroxy-3-methyl-6-(methylsulfonyl)-2-[3-(trifluoromethyl)phenyl]-4-quinolinecarboxylic acid). Isolated yield 90.8%. RXN SMILES: [CH3:1][C:2]1[C:3]([C:22]2[CH:27]=[CH:26][CH:25]=[C:24]([C:28]([F:31])([F:30])[F:29])[CH:23]=2)=[N:4][C:5]2[C:10]([C:11]=1[C:12]([O:14]C)=[O:13])=[CH:9][C:8]([S:16]([CH3:19])(=[O:18])=[O:17])=[C:7]([O:20]C)[CH:6]=2.Br>C(O)(=O)C.O>[OH:20][C:7]1[CH:6]=[C:5]2[C:10]([C:11]([C:12]([OH:14])=[O:13])=[C:2]([CH3:1])[C:3]([C:22]3[CH:27]=[CH:26][CH:25]=[C:24]([C:28]([F:30])([F:31])[F:29])[CH:23]=3)=[N:4]2)=[CH:9][C:8]=1[S:16]([CH3:19])(=[O:18])=[O:17]. Procedure details: A solution of methyl 3-methyl-7-(methyloxy)-6-(methylsulfonyl)-2-[3-(trifluoromethyl)phenyl]-4-quinolinecarboxylate (4.95 g, 10.92 mmol) and hydrobromic acid (30 mL, 552 mmol) in acetic acid (30 mL) was heated to reflux for 5 d. The mixture was cooled to room temperature and diluted with water. The solid precipitate was collected by filtration, washed with water, and air dried to afford 7-hydroxy-3-methyl-6-(methylsulfonyl)-2-[3-(trifluoromethyl)phenyl]-4-quinolinecarboxylic acid (4.22 g, 91% yi... Starting materials: FC1=CC=C(CBr)C=C1 (4-fluorobenzyl bromide), C(C)(C)(C)OC(=O)N[C@@H]1CNCC1 ((3S)-(+) -3-(tert-butoxycarbonylamino)pyrrolidine), C([O-])([O-])=O.[Cs+].[Cs+] (cesium carbonate). Solvent: CCO (EtOH). Reaction conditions: temperature 80 celsius. Yields the product C(C)(C)(C)OC(=O)N[C@@H]1CN(CC1)CC1=CC=C(C=C1)F ((3S)-3-(tert-Butoxycarbonylamino)-1-(4-fluoro-benzyl)-pyrrolidine). Yield: 77.4%. As a reaction SMILES: [C:1]([O:5][C:6]([NH:8][C@H:9]1[CH2:13][CH2:12][NH:11][CH2:10]1)=[O:7])([CH3:4])([CH3:3])[CH3:2].[F:14][C:15]1[CH:22]=[CH:21][C:18]([CH2:19]Br)=[CH:17][CH:16]=1.C(=O)([O-])[O-].[Cs+].[Cs+]>CCO>[C:1]([O:5][C:6]([NH:8][C@H:9]1[CH2:13][CH2:12][N:11]([CH2:19][C:18]2[CH:21]=[CH:22][C:15]([F:14])=[CH:16][CH:17]=2)[CH2:10]1)=[O:7])([CH3:4])([CH3:2])[CH3:3] |f:2.3.4|. Procedure details: To a solution of (3S)-(+) -3-(tert-butoxycarbonylamino)pyrrolidine (410 mg, 2.20 mmol), in 22 mL EtOH, was added, (288 μL, 2.31 mmol) of 4-fluorobenzyl bromide, and (788 mg, 2.42 mmol) of finely powdered cesium carbonate. The stirred reaction mixture was heated at 80° C., under nitrogen for 3 h, after which time, TLC indicated the reaction was complete. The reaction was then concentrated in vacuo to about 5 mL, and was then diluted with 30 mL of EtOAc, and washed with 20 mL of 5% NH4OH. The aque... Isolated yield 77.3%. Run in C1(=CC=CC=C1)C (toluene). Reaction SMILES: [Cl:1][C:2]1[C:7]([C:8](=[O:10])[CH3:9])=[CH:6][CH:5]=[CH:4][N:3]=1.[CH2:11](O)[CH2:12][OH:13].O.C1(C)C=CC(S(O)(=O)=O)=CC=1>C1(C)C=CC=CC=1>[Cl:1][C:2]1[C:7]([C:8]2([CH3:9])[O:13][CH2:12][CH2:11][O:10]2)=[CH:6][CH:5]=[CH:4][N:3]=1 |f:2.3|. Procedure details: 1-(2-Chloro-pyridin-3-yl)-ethanone (2.21 g, 14.2 mmol, 1.0 equiv), ethylene glycol (4.41 g, 71.0 mmol, 5.0 equiv) and p-toluenesulfonic acid monohydrate (1.35 g, 7.1 mmol, 0.5 equiv) are dissolved in toluene (100 mL). The resulting mixture is heated overnight under Dean Stark conditions. After cooling to room temperature the mixture is washed twice with saturated NaHCO3 solution, brine, dried over Na2SO4 and evaporated in vacuo. The residue is purified by flash column chromatography (10% to 50% ... The reactants are ClC1=NC=CC=C1C(C)=O (1-(2-Chloro-pyridin-3-yl)-ethanone), C(CO)O (ethylene glycol), O.C1(=CC=C(C=C1)S(=O)(=O)O)C (p-toluenesulfonic acid monohydrate). Product: ClC1=NC=CC=C1C1(OCCO1)C (2-Chloro-3-(2-methyl-[1,3]dioxolan-2-yl)-pyridine). The reactants are C(C1=CC=CC=C1)N(CCO[C@@H]1COC2=C(C=3N(C1)C=1C=C(C=CC1C3C3CCCCC3)C(=O)OC)C=CC=C2)C (methyl(7S)-7-{2-[benzyl(methyl)amino]ethoxy}-14-cyclo hexyl-7,8-dihydro-6H-indolo[1,2-e][1,5]benzoxazocine-11-carboxylate). The reagents and catalysts are [Pd] (Pd/C). Run in CO (MeOH). Conditions: time 12 hour. Product: C1(CCCCC1)C=1C=2C=CC(=CC2N2C[C@@H](COC3=C(C21)C=CC=C3)OCCNC)C(=O)OC (methyl(7S)-14-cyclohexyl-7-[2-(methylamino)ethoxy]-7,8-dihydro-6H-indolo[1,2-e][1,5]benzoxazocine-11-carboxylate). As a reaction SMILES: [CH2:1]([N:8](C)[CH2:9][CH2:10][O:11][C@H:12]1[CH2:19][N:18]2[C:20]3[CH:21]=[C:22]([C:33]([O:35][CH3:36])=[O:34])[CH:23]=[CH:24][C:25]=3[C:26]([CH:27]3[CH2:32][CH2:31][CH2:30][CH2:29][CH2:28]3)=[C:17]2[C:16]2[CH:37]=[CH:38][CH:39]=[CH:40][C:15]=2[O:14][CH2:13]1)C1C=CC=CC=1>CO.[Pd]>[CH:27]1([C:26]2[C:25]3[CH:24]=[CH:23][C:22]([C:33]([O:35][CH3:36])=[O:34])=[CH:21][C:20]=3[N:18]3[C:17]=2[C:16]2[CH:37]=[CH:38][CH:39]=[CH:40][C:15]=2[O:14][CH2:13][C@@H:12]([O:11][CH2:10][CH2:9][NH:8][CH3:1])[CH2:19]3)[CH2:28][CH2:29][CH2:30][CH2:31][CH2:32]1. Procedure: To a solution (0.014 M) of methyl(7S)-7-{2-[benzyl(methyl)amino]ethoxy}-14-cyclo hexyl-7,8-dihydro-6H-indolo[1,2-e][1,5]benzoxazocine-11-carboxylate in anhydrous MeOH, Pd/C (1 eq.) was added and the resulting mixture was stirred for 12 h under an H2 atmosphere. The mixture was filtered and then concentrated in vacuo to afford the title compound. The product was used in the next step without further purification. (ES+) m/z 463 (M+H)+. Starting materials: P(OCC1=CC=CC=C1)(OCC1=CC=CC=C1)[O-] (dibenzyl phosphite), C(CCCC)=O (valeraldehyde). Solvent: C(Cl)(Cl)Cl (chloroform). Conditions: time 8 hour. The product is OC(CCCC)P(OCC1=CC=CC=C1)(OCC1=CC=CC=C1)=O (Dibenzyl (1-hydroxypentyl)phosphonate). Isolated yield 75.2%. RXN SMILES: [P:1]([O-:18])([O:10][CH2:11][C:12]1[CH:17]=[CH:16][CH:15]=[CH:14][CH:13]=1)[O:2][CH2:3][C:4]1[CH:9]=[CH:8][CH:7]=[CH:6][CH:5]=1.[CH:19](=[O:24])[CH2:20][CH2:21][CH2:22][CH3:23]>C(Cl)(Cl)Cl>[OH:24][CH:19]([P:1](=[O:18])([O:10][CH2:11][C:12]1[CH:17]=[CH:16][CH:15]=[CH:14][CH:13]=1)[O:2][CH2:3][C:4]1[CH:9]=[CH:8][CH:7]=[CH:6][CH:5]=1)[CH2:20][CH2:21][CH2:22][CH3:23]. Procedure: The general method of F. Texier-Boullet and A. Foucaud [Synthesis, 1982, 916] was employed. A mixture of dibenzyl phosphite (7.73 ml, 0.035 mole) and valeraldehyde (11.15 ml, 0.105 mole) was stirred at room temperature and basic alumina (35 g) added in one portion. After standing overnight at room temperature chloroform was added and the alumina collected and washed with chloroform. The filtrate was evaporated to dryness and the resulting oil chromatographed on silica gel with gradient elution (...